From a dataset of the Open Reaction Database (ORD), a public repository of structured organic reaction records. describe an organic reaction: reactants, conditions, products, and yield Reactants: C1(=CC=C(C=C1)CCNC(C)=O)C (N-(2-p-tolyl-ethyl)-acetamide), O=P12OP3(=O)OP(=O)(O1)OP(=O)(O2)O3 (phosphorus pentoxide). Yields the product CC1=NCCC2=CC=C(C=C12)C (1,7-Dimethyl-3,4-dihydro-isoquinoline). RXN SMILES: [C:1]1([CH3:13])[CH:6]=[CH:5][C:4]([CH2:7][CH2:8][NH:9][C:10](=O)[CH3:11])=[CH:3][CH:2]=1.O=P12OP3(OP(OP(O3)(O1)=O)(=O)O2)=O>>[CH3:11][C:10]1[C:5]2[C:4](=[CH:3][CH:2]=[C:1]([CH3:13])[CH:6]=2)[CH2:7][CH2:8][N:9]=1. Procedure details: In close analogy to the procedure described above, N-(2-p-tolyl-ethyl)-acetamide is reacted with phosphorus pentoxide to provide the title compound. Starting materials: [H-].[Na+] (Sodium hydride), C1(=CC=CC=C1)C1=CC=C(C=C1)C(CBr)=O (4′-phenyl-2-bromoacetophenone), [O-]CC.[Na+] (sodium ethoxide), C(C)OC(C(C(=O)OCC)NC(C)=O)=O (2-acetylaminomalonic acid diethyl ester). Run in C(C)O (ethanol), C(C)O (ethanol). Conditions: time 30 minute. The product is C(C)OC(C(C(=O)OCC)(CC(=O)C1=CC=C(C=C1)C1=CC=CC=C1)NC(C)=O)=O (2-Acetylamino-2-(2-biphenyl-4-yl-2-oxo-ethyl)-malonic acid diethyl ester). As a reaction SMILES: [H-].[Na+].[O-]CC.[Na+].[CH2:7]([O:9][C:10](=[O:21])[CH:11]([NH:17][C:18](=[O:20])[CH3:19])[C:12]([O:14][CH2:15][CH3:16])=[O:13])[CH3:8].[C:22]1([C:28]2[CH:33]=[CH:32][C:31]([C:34](=[O:37])[CH2:35]Br)=[CH:30][CH:29]=2)[CH:27]=[CH:26][CH:25]=[CH:24][CH:23]=1>C(O)C>[CH2:15]([O:14][C:12](=[O:13])[C:11]([NH:17][C:18](=[O:20])[CH3:19])([CH2:35][C:34]([C:31]1[CH:32]=[CH:33][C:28]([C:22]2[CH:27]=[CH:26][CH:25]=[CH:24][CH:23]=2)=[CH:29][CH:30]=1)=[O:37])[C:10]([O:9][CH2:7][CH3:8])=[O:21])[CH3:16] |f:0.1,2.3|. Procedure: Sodium hydride (15 mmol) is added to anhydrous ethanol (50 mL). To this resulting sodium ethoxide solution is added 2-acetylaminomalonic acid diethyl ester (15 mmol) in one portion. The resulting mixture is stirred at room temperature for 30 min. A solution of 4′-phenyl-2-bromoacetophenone (10 mmol) in ethanol (10 mL) is then added and the resulting mixture is stirred at room temperature for 12 h. After concentrating under reduced pressure, the residue is dissolved in EtOAc and water. The organi... Reactants: C(C)(=O)O[C@H]1[C@H](OCCBr)O[C@@H]([C@H]([C@@H]1OC(C)=O)O[C@@H]1[C@H](OC(C)=O)[C@@H](OC(C)=O)[C@H](O[C@@H]2[C@H](OC(C)=O)[C@@H](OC(C)=O)[C@H](OC(C)=O)[C@H](O2)CO[C@@H]2[C@H](OC(C)=O)[C@@H](OC(C)=O)[C@H](OC(C)=O)[C@H](O2)COC(C)=O)[C@H](O1)COC(C)=O)COC(C)=O (2-Bromoethyl 2,3,6-tri-O-acetyl-4-O-{2,3,6-tri-O-acetyl-4-O-[2,3,4-tri-O-acetyl-6-O-(2,3,4,6-tetra-O-acetyl-α-D-glucopyranosyl)-α-D-glucopyranosyl]-α-D-glucopyranosyl]-β-D-glucopyranoside), C(CCCCCCCCCCCCCCCCC)S (octadecanethiol), C([O-])([O-])=O.[Cs+].[Cs+] (cesium carbonate). Solvent: CN(C=O)C (N,N-dimethylformamide). The product is C(C)(=O)O[C@H]1[C@H](OCCSCCCCCCCCCCCCCCCCCC)O[C@@H]([C@H]([C@@H]1OC(C)=O)O[C@@H]1[C@H](OC(C)=O)[C@@H](OC(C)=O)[C@H](O[C@@H]2[C@H](OC(C)=O)[C@@H](OC(C)=O)[C@H](OC(C)=O)[C@H](O2)CO[C@@H]2[C@H](OC(C)=O)[C@@H](OC(C)=O)[C@H](OC(C)=O)[C@H](O2)COC(C)=O)[C@H](O1)COC(C)=O)COC(C)=O (2-(Octadecylthio)ethyl 2,3,6-tri-O-acetyl-4-O-{2,3,6-tri-O-acetyl-4-O-[2,3,4-tri-O-acetyl-6-O-(2,3,4,6-tetra-O-acetyl-α-D-glucopyranosyl)-α-D-glucopyranosyl]-α-D-glucopyranosyl}-β-D-glucopyranoside). The yield is 46.5%. As a reaction SMILES: [C:1]([O:4][C@@H:5]1[C@@H:14]([O:15][C:16](=[O:18])[CH3:17])[C@H:13]([O:19][C@H:20]2[O:77][C@H:76]([CH2:78][O:79][C:80](=[O:82])[CH3:81])[C@@H:31]([O:32][C@H:33]3[O:50][C@H:49]([CH2:51][O:52][C@H:53]4[O:70][C@H:69]([CH2:71][O:72][C:73](=[O:75])[CH3:74])[C@@H:64]([O:65][C:66](=[O:68])[CH3:67])[C@H:59]([O:60][C:61](=[O:63])[CH3:62])[C@H:54]4[O:55][C:56](=[O:58])[CH3:57])[C@@H:44]([O:45][C:46](=[O:48])[CH3:47])[C@H:39]([O:40][C:41](=[O:43])[CH3:42])[C@H:34]3[O:35][C:36](=[O:38])[CH3:37])[C@H:26]([O:27][C:28](=[O:30])[CH3:29])[C@H:21]2[O:22][C:23](=[O:25])[CH3:24])[C@@H:12]([CH2:83][O:84][C:85](=[O:87])[CH3:86])[O:11][C@H:6]1[O:7][CH2:8][CH2:9]Br)(=[O:3])[CH3:2].[CH2:88]([SH:106])[CH2:89][CH2:90][CH2:91][CH2:92][CH2:93][CH2:94][CH2:95][CH2:96][CH2:97][CH2:98][CH2:99][CH2:100][CH2:101][CH2:102][CH2:103][CH2:104][CH3:105].C(=O)([O-])[O-].[Cs+].[Cs+]>CN(C)C=O>[C:1]([O:4][C@@H:5]1[C@@H:14]([O:15][C:16](=[O:18])[CH3:17])[C@H:13]([O:19][C@H:20]2[O:77][C@H:76]([CH2:78][O:79][C:80](=[O:82])[CH3:81])[C@@H:31]([O:32][C@H:33]3[O:50][C@H:49]([CH2:51][O:52][C@H:53]4[O:70][C@H:69]([CH2:71][O:72][C:73](=[O:75])[CH3:74])[C@@H:64]([O:65][C:66](=[O:68])[CH3:67])[C@H:59]([O:60][C:61](=[O:63])[CH3:62])[C@H:54]4[O:55][C:56](=[O:58])[CH3:57])[C@@H:44]([O:45][C:46](=[O:48])[CH3:47])[C@H:39]([O:40][C:41](=[O:43])[CH3:42])[C@H:34]3[O:35][C:36](=[O:38])[CH3:37])[C@H:26]([O:27][C:28](=[O:30])[CH3:29])[C@H:21]2[O:22][C:23](=[O:25])[CH3:24])[C@@H:12]([CH2:83][O:84][C:85](=[O:87])[CH3:86])[O:11][C@H:6]1[O:7][CH2:8][CH2:9][S:106][CH2:88][CH2:89][CH2:90][CH2:91][CH2:92][CH2:93][CH2:94][CH2:95][CH2:96][CH2:97][CH2:98][CH2:99][CH2:100][CH2:101][CH2:102][CH2:103][CH2:104][CH3:105])(=[O:3])[CH3:2] |f:2.3.4|. Procedure: Compound 93 (265 mg, 0.2 mmol), octadecanethiol (86 mg, 0.3 mmol), cesium carbonate (79 mg, 0.24 mmol) and N,N-dimethylformamide (10 ml) were stirred at room temperature until 93 had been consumed (48 h; TLC, SiO2, ethyl acetate:isooctane 4:1). The solvent was removed and the residue was chromatographed (SiO2, ethyl acetate:isooctane 1:1) to give 96 (142 mg, 44%). [α]D25 +93° (c 0.5, chloroform). 1H-NMR (CDCl3, Me4Si) δ 5.30, 5.22, 5.12 (3d, each 1H, J=4.0, 4.2 and 3.7 Hz, H1', H1", H1"'), 4.51 ... Yields the product C1(=CC=CC=C1)CC(=O)NC1[C@@H]2N(C(=C(CS2)Cl)C(=O)O)C1=O (7-PHENYLACETAMIDO-3-CHLORO-3-CEPHEM-4-CARBOXYLIC ACID). The reactants are C1(=CC=CC=C1)CC(=O)NC1[C@@H]2N(C(=C(CS2)Cl)C(=O)OCC2=CC=C(C=C2)[N+](=O)[O-])C1=O (p-nitrobenzyl 7-phenylacetamido-3-chloro-3-cephem-4-carboxylate), [K+].[Br-] (KBr). Reaction SMILES: [C:1]1([CH2:7][C:8]([NH:10][CH:11]2[C:32](=[O:33])[N:13]3[C:14]([C:19]([O:21]CC4C=CC([N+]([O-])=O)=CC=4)=[O:20])=[C:15]([Cl:18])[CH2:16][S:17][C@H:12]23)=[O:9])[CH:6]=[CH:5][CH:4]=[CH:3][CH:2]=1.[K+].[Br-]>>[C:1]1([CH2:7][C:8]([NH:10][CH:11]2[C:32](=[O:33])[N:13]3[C:14]([C:19]([OH:21])=[O:20])=[C:15]([Cl:18])[CH2:16][S:17][C@H:12]23)=[O:9])[CH:6]=[CH:5][CH:4]=[CH:3][CH:2]=1 |f:1.2|. Procedure details: The procedure described in Example 4 was repeated using p-nitrobenzyl 7-phenylacetamido-3-chloro-3-cephem-4-carboxylate as the starting material. The corresponding acid was obtained in 40.2% yield. M.p. 142°-145° C. IR (KBr) cm-1 : 3260, 1755, 1635, 1515, 680. NMR (DMSO-δ6) δ: 3.2-4.2 (m, 4 H, S--CH2 & Ar--CH2), 5.2 (d, 1 HS--CH), 5.7 (q, 1 H, N--CH), 7.3 (s, 5 H, Ar--H), 9.1 (d, 1 H, NH). The yield is 40.2%. Reactants: C1(=CC=CC=C1)C1CC(=NO1)C=1N=C(SC1)C1CCNCC1 (4-[4-(4,5-dihydro-5-phenyl-3-isoxazolyl)-2-thiazolyl]piperidine), C1(=CC=CC=C1)C1CC(=NO1)C=1N=C(SC1)C1CCNCC1 (4-[4-(4,5-dihydro-5-phenyl-3-isoxazolyl)-2-thiazolyl]piperidine), C(CCCC)N=C=O (pentyl isocyanate). Run in ClCCl (dichloromethane), C(C)OCC (diethyl ether). Product: C1(=CC=CC=C1)C1CC(=NO1)C=1N=C(SC1)C1CCN(CC1)C(=O)NCCCCC (4-[4-(4,5-dihydro-5-phenyl-3-isoxazoly)-2-thiazolyl]-N-pentyl-1-piperidinecarboxamide). RXN SMILES: [C:1]1([CH:7]2[O:11][N:10]=[C:9]([C:12]3[N:13]=[C:14]([CH:17]4[CH2:22][CH2:21][NH:20][CH2:19][CH2:18]4)[S:15][CH:16]=3)[CH2:8]2)[CH:6]=[CH:5][CH:4]=[CH:3][CH:2]=1.[CH2:23]([N:28]=[C:29]=[O:30])[CH2:24][CH2:25][CH2:26][CH3:27]>ClCCl.C(OCC)C>[C:1]1([CH:7]2[O:11][N:10]=[C:9]([C:12]3[N:13]=[C:14]([CH:17]4[CH2:22][CH2:21][N:20]([C:29]([NH:28][CH2:23][CH2:24][CH2:25][CH2:26][CH3:27])=[O:30])[CH2:19][CH2:18]4)[S:15][CH:16]=3)[CH2:8]2)[CH:2]=[CH:3][CH:4]=[CH:5][CH:6]=1. Procedure: A solution of 4-[4-(4,5-dihydro-5-phenyl-3-isoxazolyl)-2-thiazolyl]piperidine (i.e. the product of Example 1, Step B) (0.10 g, 0.32 mmol) and pentyl isocyanate (0.036 g, 0.32 mmol) in dichloromethane (10 mL) was stirred at room temperature overnight, then filtered and concentrated under reduced pressure to provide a white solid. The solid was slurried in diethyl ether, filtered and air-dried to provide the title compound, a compound of the present invention, as a white powder (0.081 g), melting ... Reactants: CC(C)(C)OC(=O)N1CCN2c3ncc(CN4CCN(c5ccc(Cl)cc5)CC4)cc3NC(=O)C2C1, ClCCl. The product is O=C1Nc2cc(CN3CCN(c4ccc(Cl)cc4)CC3)cnc2N2CCNCC12. RXN SMILES: [C:1]([O:2][C:3](=[O:4])[N:8]1[CH2:9][CH:10]2[C:11](=[O:36])[NH:12][c:13]3[cH:14][c:15]([CH2:22][N:23]4[CH2:24][CH2:25][N:26]([c:29]5[cH:30][cH:31][c:32]([Cl:35])[cH:33][cH:34]5)[CH2:27][CH2:28]4)[cH:16][n:17][c:18]3[N:19]2[CH2:20][CH2:21]1)([CH3:5])([CH3:6])[CH3:7].[Cl:37][CH2:38][Cl:39]>>[NH:8]1[CH2:9][CH:10]2[C:11](=[O:36])[NH:12][c:13]3[cH:14][c:15]([CH2:22][N:23]4[CH2:24][CH2:25][N:26]([c:29]5[cH:30][cH:31][c:32]([Cl:35])[cH:33][cH:34]5)[CH2:27][CH2:28]4)[cH:16][n:17][c:18]3[N:19]2[CH2:20][CH2:21]1. Starting materials: C(C)(C)(C)OC(=O)NC1=CC=C(C=C1)CC(=O)NC1=C(C(=NO1)C1=CC=C(C=C1)F)C1=NC=NC=C1 (5-[(4-t-butoxycarbonylaminophenyl)acetylamino]-3-(4-fluorophenyl)-4-(4-pyrimidinyl)isoxazole), C(=O)(C(F)(F)F)O (TFA), C(O)([O-])=O.[Na+] (sodium hydrogencarbonate). Conditions: time 20 minute. Product: NC1=CC=C(C=C1)CC(=O)NC1=C(C(=NO1)C1=CC=C(C=C1)F)C1=NC=NC=C1 (5-[(4-aminophenyl)acetylamino]-3-(4-fluorophenyl)-4-(4-pyrimidinyl)isoxazole). Yield: 51.1%. RXN SMILES: C(OC([NH:8][C:9]1[CH:14]=[CH:13][C:12]([CH2:15][C:16]([NH:18][C:19]2[O:23][N:22]=[C:21]([C:24]3[CH:29]=[CH:28][C:27]([F:30])=[CH:26][CH:25]=3)[C:20]=2[C:31]2[CH:36]=[CH:35][N:34]=[CH:33][N:32]=2)=[O:17])=[CH:11][CH:10]=1)=O)(C)(C)C.C(O)(C(F)(F)F)=O.C(=O)([O-])O.[Na+]>>[NH2:8][C:9]1[CH:14]=[CH:13][C:12]([CH2:15][C:16]([NH:18][C:19]2[O:23][N:22]=[C:21]([C:24]3[CH:29]=[CH:28][C:27]([F:30])=[CH:26][CH:25]=3)[C:20]=2[C:31]2[CH:36]=[CH:35][N:34]=[CH:33][N:32]=2)=[O:17])=[CH:11][CH:10]=1 |f:2.3|. Reported procedure: To 59 mg of 5-[(4-t-butoxycarbonylaminophenyl)acetylamino]-3-(4-fluorophenyl)-4-(4-pyrimidinyl)isoxazole, 1 mL of TFA was added under cooling with ice, and the temperature was raised to room temperature, followed by 20 minutes' stirring. The reaction solution was neutralized with saturated aqueous sodium hydrogencarbonate solution under cooling with ice, and extracted with chloroform. The chloroform extract was dried over anhydrous magnesium sulfate and removed of the solvent by distillation und...